This data is from the Open Reaction Database (ORD), a public repository of structured organic reaction records. The task is: describe an organic reaction: reactants, conditions, products, and yield Starting materials: ClCCCCOC=1C=CC2=C(C(OC(N2)=O)C)C1 (6-(4-chlorobutoxy)-4-methyl-4H-3,1-benzoxazin-2-one), ClC=1C=C(C=CC1Cl)S (3,4-dichloro-thiophenol). Product: ClC=1C=C(C=CC1Cl)SCCCCOC=1C=CC2=C(C(OC(N2)=O)C)C1 (6-[4-(3,4-Dichloro-phenylmercapto)-butoxy]-4-methyl-4H-3,1-benzoxazin-2-one). As a reaction SMILES: Cl[CH2:2][CH2:3][CH2:4][CH2:5][O:6][C:7]1[CH:8]=[CH:9][C:10]2[NH:15][C:14](=[O:16])[O:13][CH:12]([CH3:17])[C:11]=2[CH:18]=1.[Cl:19][C:20]1[CH:21]=[C:22]([SH:27])[CH:23]=[CH:24][C:25]=1[Cl:26]>>[Cl:19][C:20]1[CH:21]=[C:22]([S:27][CH2:2][CH2:3][CH2:4][CH2:5][O:6][C:7]2[CH:8]=[CH:9][C:10]3[NH:15][C:14](=[O:16])[O:13][CH:12]([CH3:17])[C:11]=3[CH:18]=2)[CH:23]=[CH:24][C:25]=1[Cl:26]. Procedure: Prepared analogously to Example 1 from 6-(4-chlorobutoxy)-4-methyl-4H-3,1-benzoxazin-2-one and 3,4-dichloro-thiophenol.